This data is from the Open Reaction Database (ORD), a public repository of structured organic reaction records. The task is: describe an organic reaction: reactants, conditions, products, and yield Starting materials: COC(=O)C=CC1=CC=C(C(=O)O)C=C1 (4-(2-methoxycarbonylvinyl)benzoic acid), [H][H] (hydrogen). The reagents and catalysts are [Pd] (palladium/charcoal). The solvent is O1CCOCC1 (dioxane). The product is COC(=O)CCC1=CC=C(C(=O)O)C=C1 (4-(2-Methoxycarbonylethyl)benzoic Acid). RXN SMILES: [CH3:1][O:2][C:3]([CH:5]=[CH:6][C:7]1[CH:15]=[CH:14][C:10]([C:11]([OH:13])=[O:12])=[CH:9][CH:8]=1)=[O:4].[H][H]>O1CCOCC1.[Pd]>[CH3:1][O:2][C:3]([CH2:5][CH2:6][C:7]1[CH:15]=[CH:14][C:10]([C:11]([OH:13])=[O:12])=[CH:9][CH:8]=1)=[O:4]. Reported procedure: 8 g (38.8 mmol) of 4-(2-methoxycarbonylvinyl)benzoic acid (step a) were suspended in 250 ml of dioxane and hydrogenated under 1 bar of hydrogen over palladium/charcoal (10%) at room temperature for 7 h. The mixture was filtered and the solvent was evaporated in vacuo. Yield: 8.05 g (100%). Reactants: ClC1=CC=C(C(=N1)NC1CCCCC1)[N+](=O)[O-] (6-chloro-N-cyclohexyl-3-nitropyridin-2-amine), [OH-].[K+] (potassium hydroxide). Solvent: O1CCOCC1 (dioxane). Reaction conditions: temperature 100 celsius. Product: C1(CCCCC1)NC1=C(C=CC(=N1)O)[N+](=O)[O-] (6-(Cyclohexylamino)-5-nitropyridin-2-ol). As a reaction SMILES: Cl[C:2]1[N:7]=[C:6]([NH:8][CH:9]2[CH2:14][CH2:13][CH2:12][CH2:11][CH2:10]2)[C:5]([N+:15]([O-:17])=[O:16])=[CH:4][CH:3]=1.[OH-:18].[K+]>O1CCOCC1>[CH:9]1([NH:8][C:6]2[N:7]=[C:2]([OH:18])[CH:3]=[CH:4][C:5]=2[N+:15]([O-:17])=[O:16])[CH2:14][CH2:13][CH2:12][CH2:11][CH2:10]1 |f:1.2|. Procedure: To a solution of 6-chloro-N-cyclohexyl-3-nitropyridin-2-amine (2.16 g, 8.45 mmol) dissolved in dioxane (845 mL) was added 3 M aqueous potassium hydroxide (8.5 mL). The reaction mixture was heated at 100° C. until LCMS showed the starting material was entirely consumed. The reaction mixture was cooled to room temperature and then diluted with water. 1 N HCl was added until the solution turned acidic and a solid was formed. The solid was filtered, washed with water, and dried under vacuum to affor... Starting materials: C(C1=CC=CC=C1)(=O)OCC (ethyl benzoate), CC[O-].[Na+] (sodium ethylate), Cl.N1(CCNCC1)C(=O)C=1C=C2CC(NC2=CC1)=O (5-(piperazinylcarbonyl)oxindol hydrochloride). Solvent: C(C)O (ethanol). Product: C(C1=CC=CC=C1)(=O)N1CCN(CC1)C(=O)C=1C=C2CC(NC2=CC1)=O (5-(4-benzoyl-1-piperazinylcarbonyl)oxindol). Yield: 6.8%. Reaction SMILES: [C:1](OCC)(=[O:8])[C:2]1[CH:7]=[CH:6][CH:5]=[CH:4][CH:3]=1.CC[O-].[Na+].Cl.[N:17]1([C:23]([C:25]2[CH:26]=[C:27]3[C:31](=[CH:32][CH:33]=2)[NH:30][C:29](=[O:34])[CH2:28]3)=[O:24])[CH2:22][CH2:21][NH:20][CH2:19][CH2:18]1>C(O)C>[C:1]([N:20]1[CH2:21][CH2:22][N:17]([C:23]([C:25]2[CH:26]=[C:27]3[C:31](=[CH:32][CH:33]=2)[NH:30][C:29](=[O:34])[CH2:28]3)=[O:24])[CH2:18][CH2:19]1)(=[O:8])[C:2]1[CH:7]=[CH:6][CH:5]=[CH:4][CH:3]=1 |f:1.2,3.4|. Procedure: To 100 ml of ethanol were added 1.36 g of ethyl benzoate, 0.5 g of sodium ethylate and 2.6 g of 5-(piperazinylcarbonyl)oxindol hydrochloride and the mixture was reacted in an autocrave at 140° to 150° C. under 110 atm for 6 hours. After cooling, the reaction mixture was concentrated under reduced pressure and the residue was dissolved in 200 ml of chloroform. After washing, in turn, with 1% aqueous potassium carbonate solution, dilute hydrochloric acid, and water, the chloroform solution was dri... The reactants are O1CCN(CC1)C1=CC=C(C=C1)NC(OC(C)(C)C)=O (t-butyl 4-morpholinophenylcarbamate), BrC#C[Si](C(C)C)(C(C)C)C(C)C (bromoethynyl-triisopropyl-silane), N1=CC=CC2=CC=C3C=CC=NC3=C12 (1,10-phenantroline), C[Si](C)(C)[N-][Si](C)(C)C.[K+] (KHMDS), [Na+].[Cl-].[NH4+].[OH-] (NaCl NH4OH). The reagents and catalysts are [Cu]I (CuI). The solvent is C1(=CC=CC=C1)C (toluene), CCOCC (Et2O). Run at temperature 90 celsius, time 12 hour. Yields the product C(C)(C)(C)OC(N(C#C[Si](C(C)C)(C(C)C)C(C)C)C1=CC=C(C=C1)N1CCOCC1)=O ((4-morpholin-4-yl-phenyl)-[(triisopropylsilanyl)-ethynyl]-carbamic acid tert-butyl ester). Isolated yield 40.0%. As a reaction SMILES: [O:1]1[CH2:6][CH2:5][N:4]([C:7]2[CH:12]=[CH:11][C:10]([NH:13][C:14](=[O:20])[O:15][C:16]([CH3:19])([CH3:18])[CH3:17])=[CH:9][CH:8]=2)[CH2:3][CH2:2]1.Br[C:22]#[C:23][Si:24]([CH:31]([CH3:33])[CH3:32])([CH:28]([CH3:30])[CH3:29])[CH:25]([CH3:27])[CH3:26].N1C2C(=CC=C3C=2N=CC=C3)C=CC=1.C[Si]([N-][Si](C)(C)C)(C)C.[K+].[Na+].[Cl-].[NH4+].[OH-]>C1(C)C=CC=CC=1.[Cu]I.CCOCC>[C:16]([O:15][C:14](=[O:20])[N:13]([C:10]1[CH:9]=[CH:8][C:7]([N:4]2[CH2:5][CH2:6][O:1][CH2:2][CH2:3]2)=[CH:12][CH:11]=1)[C:22]#[C:23][Si:24]([CH:25]([CH3:27])[CH3:26])([CH:31]([CH3:33])[CH3:32])[CH:28]([CH3:30])[CH3:29])([CH3:17])([CH3:19])[CH3:18] |f:3.4,5.6.7.8|. Procedure details: A suspension of t-butyl 4-morpholinophenylcarbamate (1.45 g, 7.60 mmol), bromoethynyl-triisopropyl-silane, CuI (450 mg, 2.34 mmol) and 1,10-phenantroline (500 mg, 2.80 mmol) in dry toluene (15 ml) was warmed up to 90° C. under a nitrogen atmosphere. KHMDS (20 ml, 0.5 M in toluene) was added dropwise under nitrogen and the mixture was stirred for 12 hours at this temperature. The reaction was cooled down to RT; Et2O (30 ml) and NaCl/NH4OH (60/30 ml) were added and the organic phase was extracted ... Starting materials: Nc1c([N+](=O)[O-])cc(Br)c2c1CN(Cc1ccccc1)CC2, C1CCOC1. The product is Nc1cc(Br)c2c(c1N)CN(Cc1ccccc1)CC2. RXN SMILES: [Br:1][c:2]1[c:3]2[c:8]([c:9]([NH2:15])[c:10]([N+:12]([O-:13])=[O:14])[cH:11]1)[CH2:7][N:6]([CH2:16][c:17]1[cH:18][cH:19][cH:20][cH:21][cH:22]1)[CH2:5][CH2:4]2.[CH2:23]1[O:24][CH2:25][CH2:26][CH2:27]1>>[Br:1][c:2]1[c:3]2[c:8]([c:9]([NH2:15])[c:10]([NH2:12])[cH:11]1)[CH2:7][N:6]([CH2:16][c:17]1[cH:18][cH:19][cH:20][cH:21][cH:22]1)[CH2:5][CH2:4]2. Yield: 73.1%. As a reaction SMILES: [Br:1][C:2]1[CH:7]=[CH:6][CH:5]=[CH:4][C:3]=1[C:8]1[N:9]=[CH:10][NH:11][CH:12]=1.[C:13](Cl)([C:26]1[CH:31]=[CH:30][CH:29]=[CH:28][CH:27]=1)([C:20]1[CH:25]=[CH:24][CH:23]=[CH:22][CH:21]=1)[C:14]1[CH:19]=[CH:18][CH:17]=[CH:16][CH:15]=1>CN(C=O)C.CCOC(C)=O>[Br:1][C:2]1[CH:7]=[CH:6][CH:5]=[CH:4][C:3]=1[C:8]1[N:9]=[CH:10][N:11]([C:13]([C:14]2[CH:19]=[CH:18][CH:17]=[CH:16][CH:15]=2)([C:26]2[CH:27]=[CH:28][CH:29]=[CH:30][CH:31]=2)[C:20]2[CH:21]=[CH:22][CH:23]=[CH:24][CH:25]=2)[CH:12]=1. Product: BrC1=C(C=CC=C1)C=1N=CN(C1)C(C1=CC=CC=C1)(C1=CC=CC=C1)C1=CC=CC=C1 (4-(2-bromophenyl)-1-trityl-1H-imidazole). Starting materials: BrC1=C(C=CC=C1)C=1N=CNC1 (4-(2-bromophenyl)-1H-imidazole), TEA, C(C1=CC=CC=C1)(C1=CC=CC=C1)(C1=CC=CC=C1)Cl (trityl chloride). Reported procedure: To a solution of 4-(2-bromophenyl)-1H-imidazole (880 mg, 3.94 mmol) in 10 mL DMF, were added TEA (0.605 mL, 4.34 mmol) and trityl chloride (1.21 g, 4.34 mmol). The mixture was stirred at rt for 14 h, then diluted with EtOAc. The organic phase was washed with H2O (2×) and brine, dried (Na2SO4), filtered through a 1″ pad of silica gel and concentrated. The crude product was purified by flash chromatography (0 to 40% EtOAc/hexanes gradient) to afford 1.34 g of Intermediate 217.1 as an off-white sol... Reaction conditions: time 14 hour. The solvent is CN(C)C=O (DMF), CCOC(=O)C (EtOAc).